From a dataset of the Open Reaction Database (ORD), a public repository of structured organic reaction records. describe an organic reaction: reactants, conditions, products, and yield RXN SMILES: [Br:1][c:2]1[c:3]([C:4]#[N:5])[cH:6][cH:7][cH:8][cH:9]1.[C:31]([P:32]([C:33]([CH3:34])([CH3:35])[CH3:36])[C:37]([CH3:38])([CH3:39])[CH3:40])([CH3:41])([CH3:42])[CH3:43].[CH2:49]1[O:50][CH2:51][CH2:52][O:53][CH2:54]1.[F-:29].[F:10][c:11]1[c:12]([B:20]2[O:21][C:22]([CH3:23])([CH3:24])[C:25]([CH3:26])([CH3:27])[O:28]2)[cH:13][c:14]([N+:17](=[O:18])[O-:19])[cH:15][cH:16]1.[K+:30].[O:44]1[CH2:45][CH2:46][CH2:47][CH2:48]1.[O:58]=[C:59]([CH:60]=[CH:61][c:62]1[cH:63][cH:64][cH:65][cH:66][cH:67]1)[CH:68]=[CH:69][c:70]1[cH:71][cH:72][cH:73][cH:74][cH:75]1.[O:76]=[C:77]([CH:78]=[CH:79][c:80]1[cH:81][cH:82][cH:83][cH:84][cH:85]1)[CH:86]=[CH:87][c:88]1[cH:89][cH:90][cH:91][cH:92][cH:93]1.[O:94]=[C:95]([CH:96]=[CH:97][c:98]1[cH:99][cH:100][cH:101][cH:102][cH:103]1)[CH:104]=[CH:105][c:106]1[cH:107][cH:108][cH:109][cH:110][cH:111]1.[OH2:55].[Pd:56].[Pd:57]>>[c:2]1(-[c:12]2[c:11]([F:10])[cH:16][cH:15][c:14]([N+:17](=[O:18])[O-:19])[cH:13]2)[c:3]([C:4]#[N:5])[cH:6][cH:7][cH:8][cH:9]1. Starting materials: N#Cc1ccccc1Br, CC(C)(C)P(C(C)(C)C)C(C)(C)C, C1COCCO1, [F-], CC1(C)OB(c2cc([N+](=O)[O-])ccc2F)OC1(C)C, [K+], C1CCOC1, O=C(C=Cc1ccccc1)C=Cc1ccccc1, O=C(C=Cc1ccccc1)C=Cc1ccccc1, O=C(C=Cc1ccccc1)C=Cc1ccccc1, O, [Pd], [Pd]. Product: N#Cc1ccccc1-c1cc([N+](=O)[O-])ccc1F. Reactants: FC1=C(C=CC(=C1)F)C(=O)C1CN(CC1)CC1=CC=CC=C1 ((2,4-difluorophenyl)[1-(phenylmethyl)-3-pyrrolidinyl]methanone), NO.Cl (NH2OH.HCl), C(C)(=O)[O-].[NH4+] (ammonium acetate). The solvent is C(C)O (ethanol), O (water). Reaction conditions: time 24 hour. Yields the product FC1=C(C=CC(=C1)F)C(=NO)C1CN(CC1)CC1=CC=CC=C1 ((2,4-difluorophenyl)[1-(phenylmethyl)-3-pyrrolidinyl]methanone oxime). The yield is 52.0%. As a reaction SMILES: [F:1][C:2]1[CH:7]=[C:6]([F:8])[CH:5]=[CH:4][C:3]=1[C:9]([CH:11]1[CH2:15][CH2:14][N:13]([CH2:16][C:17]2[CH:22]=[CH:21][CH:20]=[CH:19][CH:18]=2)[CH2:12]1)=O.[NH2:23][OH:24].Cl.C([O-])(=O)C.[NH4+]>C(O)C.O>[F:1][C:2]1[CH:7]=[C:6]([F:8])[CH:5]=[CH:4][C:3]=1[C:9]([CH:11]1[CH2:15][CH2:14][N:13]([CH2:16][C:17]2[CH:22]=[CH:21][CH:20]=[CH:19][CH:18]=2)[CH2:12]1)=[N:23][OH:24] |f:1.2,3.4|. Procedure: To the compound (2,4-difluorophenyl)[1-(phenylmethyl)-3-pyrrolidinyl]methanone (22 g) in 95% ethanol (350 ml) and water (100 ml) was added NH2OH.HCl (10.1 g) and ammonium acetate (12.7 g, 2.1 eq). The resulting mixture was refluxed for 3.5 hours. The mixture was then allowed to stir at room temperature for 24 hours. The reaction mixture was concentrated to remove ethanol, poured into water (500 ml), and extracted with dichloromethane (500 ml). This was followed by washing with water, brine, and ... Starting materials: COc1ccc2cc[nH]c2c1, Ic1ccccc1. Yields the product COc1ccc2ccn(-c3ccccc3)c2c1. As a reaction SMILES: [CH3:1][O:2][c:3]1[cH:4][cH:5][c:6]2[cH:7][cH:8][nH:9][c:10]2[cH:11]1.[I:12][c:13]1[cH:14][cH:15][cH:16][cH:17][cH:18]1>>[CH3:1][O:2][c:3]1[cH:4][cH:5][c:6]2[cH:7][cH:8][n:9](-[c:13]3[cH:14][cH:15][cH:16][cH:17][cH:18]3)[c:10]2[cH:11]1. Starting materials: ClC1=NC=C(C(=N1)CCC1=C(C=CC=C1)C(C(=O)N)(C)C)Cl (2-(2-(2-(2,5-dichloropyrimidin-4-yl)ethyl)phenyl)-2-methylpropanamide), CN1N=CC(=C1)N (1-methyl-1H-pyrazol-4-amine), O.C1(=CC=C(C=C1)S(=O)(=O)O)C (p-toluenesulfonic acid monohydrate). Run in O1CCOCC1 (1,4-dioxane). Conditions: temperature 120 celsius. Product: ClC=1C(=NC(=NC1)NC=1C=NN(C1)C)CCC1=C(C=CC=C1)C(C(=O)N)(C)C (2-(2-(2-(5-Chloro-2-((1-methyl-1H-pyrazol-4-yl)amino)pyrimidin-4-yl)ethyl)phenyl)-2-methylpropanamide). Isolated yield 18.0%. RXN SMILES: Cl[C:2]1[N:7]=[C:6]([CH2:8][CH2:9][C:10]2[CH:15]=[CH:14][CH:13]=[CH:12][C:11]=2[C:16]([CH3:21])([CH3:20])[C:17]([NH2:19])=[O:18])[C:5]([Cl:22])=[CH:4][N:3]=1.[CH3:23][N:24]1[CH:28]=[C:27]([NH2:29])[CH:26]=[N:25]1.O.C1(C)C=CC(S(O)(=O)=O)=CC=1>O1CCOCC1>[Cl:22][C:5]1[C:6]([CH2:8][CH2:9][C:10]2[CH:15]=[CH:14][CH:13]=[CH:12][C:11]=2[C:16]([CH3:21])([CH3:20])[C:17]([NH2:19])=[O:18])=[N:7][C:2]([NH:29][C:27]2[CH:26]=[N:25][N:24]([CH3:23])[CH:28]=2)=[N:3][CH:4]=1 |f:2.3|. Reported procedure: A mixture of 2-(2-(2-(2,5-dichloropyrimidin-4-yl)ethyl)phenyl)-2-methylpropanamide A38 (0.042 g, 0.12 mmol), 1-methyl-1H-pyrazol-4-amine (0.022 g, 0.23 mmol), and p-toluenesulfonic acid monohydrate (0.002 g, 0.012 mmol) in 1,4-dioxane (4.0 mL) was heated in the microwave at 120° C. for 3 hours. After cooling, the volatiles were removed in vacuo and the residue was adsorbed onto silica. Purification by column chromatography (Biotage Isolera, 12 g SiO2, 0-5% MeOH in DCM) gave the title compound 45... The reactants are ClCCCn1ncc2cc(Br)ccc21, C1CCNC1, CCOC(C)=O, [I-], [K+], [K+], [K+], O=C([O-])[O-], CN(C)C=O. Yields the product Brc1ccc2c(cnn2CCCN2CCCC2)c1. As a reaction SMILES: [Br:1][c:2]1[cH:3][c:4]2[cH:5][n:6][n:7]([CH2:11][CH2:12][CH2:13][Cl:14])[c:8]2[cH:9][cH:10]1.[CH2:23]1[CH2:24][CH2:25][NH:26][CH2:27]1.[CH3:33][CH2:34][O:35][C:36]([CH3:37])=[O:38].[I-:16].[K+:15].[K+:17].[K+:18].[O-:19][C:20]([O-:21])=[O:22].[O:28]=[CH:29][N:30]([CH3:31])[CH3:32]>>[Br:1][c:2]1[cH:3][c:4]2[cH:5][n:6][n:7]([CH2:11][CH2:12][CH2:13][N:26]3[CH2:25][CH2:24][CH2:23][CH2:27]3)[c:8]2[cH:9][cH:10]1.